Task: describe an organic reaction: reactants, conditions, products, and yield. Dataset: the Open Reaction Database (ORD), a public repository of structured organic reaction records Starting materials: C(#N)C(=C(O)C1=C(C=C(C=C1)Cl)[N+](=O)[O-])C(C(C)(C)C)=O (2-cyano-4,4-dimethyl-1-hydroxy-3-oxo-(2-nitro-4-chlorophenyl)-1-pentene), [N+](=[N-])=C (diazomethane). Solvent: C1CCOC1 (THF). Yields the product C(#N)C(=C(OC)C1=C(C=C(C=C1)Cl)[N+](=O)[O-])C(C(C)(C)C)=O (2-Cyano-4,4-Dimethyl-1-Methoxy-3-Oxo-(2-Nitro-4-Chlorophenyl)-1-Pentene). Procedure details: To a solution of 1.0 g of 2-cyano-4,4-dimethyl-1-hydroxy-3-oxo-(2-nitro-4-chlorophenyl)-1-pentene dissolved in 3 ml of dry THF was cautiously added an ethereal solution of diazomethane. The excess starting material was removed by washing the reaction mixture with cold 3% K2CO3, separating the phases, drying the organic phase over MgSO4, filtering, and concentrating under reduced pressure. The crude product was crystallized from hot hexane/THF to yield 250 mg of the product, m.p. 130°-1° C. RXN SMILES: [C:1]([C:3]([C:16](=[O:21])[C:17]([CH3:20])([CH3:19])[CH3:18])=[C:4]([C:6]1[CH:11]=[CH:10][C:9]([Cl:12])=[CH:8][C:7]=1[N+:13]([O-:15])=[O:14])[OH:5])#[N:2].[N+](=[CH2:24])=[N-]>C1COCC1>[C:1]([C:3]([C:16](=[O:21])[C:17]([CH3:18])([CH3:20])[CH3:19])=[C:4]([C:6]1[CH:11]=[CH:10][C:9]([Cl:12])=[CH:8][C:7]=1[N+:13]([O-:15])=[O:14])[O:5][CH3:24])#[N:2].